This data is from the Open Reaction Database (ORD), a public repository of structured organic reaction records. The task is: describe an organic reaction: reactants, conditions, products, and yield The reactants are N1(CCNCC1)C1=NC=CC=C1CO ((2-Piperazin-1-ylpyridin-3-yl)methanol), BrC1=CC(=CC=2NC(=NC21)Cl)C(F)(F)F (4-bromo-2-chloro-6-trifluoromethyl-1H-benzoimidazole). Yields the product BrC1=CC(=CC2=C1NC(=N2)N2CCN(CC2)C2=NC=CC=C2CO)C(F)(F)F ((2-{4-[7-Bromo-5-(trifluoromethyl)-1H-benzimidazol-2-yl]piperazin-1-yl}pyridin-3-yl)methanol). As a reaction SMILES: [N:1]1([C:7]2[C:12]([CH2:13][OH:14])=[CH:11][CH:10]=[CH:9][N:8]=2)[CH2:6][CH2:5][NH:4][CH2:3][CH2:2]1.[Br:15][C:16]1[C:24]2[N:23]=[C:22](Cl)[NH:21][C:20]=2[CH:19]=[C:18]([C:26]([F:29])([F:28])[F:27])[CH:17]=1>>[Br:15][C:16]1[C:24]2[NH:23][C:22]([N:4]3[CH2:3][CH2:2][N:1]([C:7]4[C:12]([CH2:13][OH:14])=[CH:11][CH:10]=[CH:9][N:8]=4)[CH2:6][CH2:5]3)=[N:21][C:20]=2[CH:19]=[C:18]([C:26]([F:29])([F:28])[F:27])[CH:17]=1. Reported procedure: (2-Piperazin-1-ylpyridin-3-yl)methanol (0.48 g, 2.5 mmol, Example 46a) reacted with 4-bromo-2-chloro-6-trifluoromethyl-1H-benzoimidazole (0.60 g, 2 mmol, Example 6b) under the conditions of Example 3c to give the title compound as a white amorphous solid. MS (ESI, pos. ion) m/z: 456 (M+1). Reactants: COc1ccc(N2CCOCC2)c2sc(NC(=O)c3ccnc(Br)c3)nc12, O=C([O-])[O-], CN1CCCC1=O, [Cs+], [Cs+], NCCc1ccccn1. The product is COc1ccc(N2CCOCC2)c2sc(NC(=O)c3ccnc(NCCc4ccccn4)c3)nc12. As a reaction SMILES: [Br:1][c:2]1[cH:3][c:4]([C:5](=[O:6])[NH:7][c:8]2[s:9][c:10]3[c:11]([n:12]2)[c:13]([O:23][CH3:24])[cH:14][cH:15][c:16]3[N:17]2[CH2:18][CH2:19][O:20][CH2:21][CH2:22]2)[cH:25][cH:26][n:27]1.[C:28](=[O:29])([O-:30])[O-:31].[CH3:43][N:44]1[CH2:45][CH2:46][CH2:47][C:48]1=[O:49].[Cs+:32].[Cs+:33].[NH2:34][CH2:35][CH2:36][c:37]1[n:38][cH:39][cH:40][cH:41][cH:42]1>>[c:2]1([NH:34][CH2:35][CH2:36][c:37]2[n:38][cH:39][cH:40][cH:41][cH:42]2)[cH:3][c:4]([C:5](=[O:6])[NH:7][c:8]2[s:9][c:10]3[c:11]([n:12]2)[c:13]([O:23][CH3:24])[cH:14][cH:15][c:16]3[N:17]2[CH2:18][CH2:19][O:20][CH2:21][CH2:22]2)[cH:25][cH:26][n:27]1. Starting materials: Cl, CC(=O)NC(C)(C)c1cc(N)cc(C(F)(F)F)c1, O. Product: CC(C)(N)c1cc(N)cc(C(F)(F)F)c1. RXN SMILES: [ClH:19].[NH2:1][c:2]1[cH:3][c:4]([C:12]([CH3:13])([CH3:14])[NH:15][C:16](=[O:17])[CH3:18])[cH:5][c:6]([C:8]([F:9])([F:10])[F:11])[cH:7]1.[OH2:20]>>[NH2:1][c:2]1[cH:3][c:4]([C:12]([CH3:13])([CH3:14])[NH2:15])[cH:5][c:6]([C:8]([F:9])([F:10])[F:11])[cH:7]1. Reactants: FC1=CC=C2C(=NN(C2=C1)C)C=1N=C2C(=NC1)NC=C2C(=O)O (2-(6-fluoro-1-methyl-1H-indazol-3-yl)-5H-pyrrolo[2,3-b]pyrazine-7-carboxylic acid), CCN=C=NCCCN(C)C (EDCI), NC1(CN(CC1)C(=O)OC(C)(C)C)C (tert-butyl 3-amino-3-methylpyrrolidine-1-carboxylate). The reagents and catalysts are CN(C)C=1C=CN=CC1 (DMAP). Solvent: CN(C)C=O (DMF). Conditions: time 16 hour. Yields the product FC1=CC=C2C(=NN(C2=C1)C)C1=CN=C2C(=N1)C(=CN2)C(=O)NC2(CN(CC2)C(=O)OC(C)(C)C)C (tert-butyl 3-(2-(6-fluoro-1-methyl-1H-indazol-3-yl)-5H-pyrrolo[3,2-b]pyrazine-7-carboxamido)-3-methylpyrrolidine-1-carboxylate). Yield: 65.2%. RXN SMILES: [F:1][C:2]1[CH:10]=[C:9]2[C:5]([C:6]([C:12]3[N:13]=[C:14]4[C:20]([C:21](O)=[O:22])=[CH:19][NH:18][C:15]4=[N:16][CH:17]=3)=[N:7][N:8]2[CH3:11])=[CH:4][CH:3]=1.CCN=C=NCCCN(C)C.[NH2:35][C:36]1([CH3:48])[CH2:40][CH2:39][N:38]([C:41]([O:43][C:44]([CH3:47])([CH3:46])[CH3:45])=[O:42])[CH2:37]1>CN(C=O)C.CN(C1C=CN=CC=1)C>[F:1][C:2]1[CH:10]=[C:9]2[C:5]([C:6]([C:12]3[N:13]=[C:14]4[C:20]([C:21]([NH:35][C:36]5([CH3:48])[CH2:40][CH2:39][N:38]([C:41]([O:43][C:44]([CH3:47])([CH3:46])[CH3:45])=[O:42])[CH2:37]5)=[O:22])=[CH:19][NH:18][C:15]4=[N:16][CH:17]=3)=[N:7][N:8]2[CH3:11])=[CH:4][CH:3]=1. Procedure: To a stirred solution of 2-(6-fluoro-1-methyl-1H-indazol-3-yl)-5H-pyrrolo[2,3-b]pyrazine-7-carboxylic acid (100 mg, 0.32 mmol) in 6 mL of DMF were added EDCI (123 mmol, 0.64 mmol), DMAP (110 mg, 0.90 mmol) and tert-butyl 3-amino-3-methylpyrrolidine-1-carboxylate (128 mg, 0.64 mmol) in one portion at room temperature and the mixture stirred for 16 hours. The solvent was evaporated at 70° C. under reduced pressure, the residue was triturated with petroleum ether then decanted and dried to give cru... The reactants are COC(=O)c1ccc(Br)cn1, C=C(OCC)[Sn](CCCC)(CCCC)CCCC, CCOC(C)=O, C1COCCO1, c1ccc(P(c2ccccc2)(c2ccccc2)[Pd](P(c2ccccc2)(c2ccccc2)c2ccccc2)(P(c2ccccc2)(c2ccccc2)c2ccccc2)P(c2ccccc2)(c2ccccc2)c2ccccc2)cc1. Product: C=C(OCC)c1ccc(C(=O)OC)nc1. As a reaction SMILES: [Br:1][c:2]1[cH:3][cH:4][c:5]([C:8](=[O:9])[O:10][CH3:11])[n:6][cH:7]1.[CH2:12]([Sn:13]([CH2:14][CH2:15][CH2:16][CH3:22])([C:17](=[CH2:18])[O:19][CH2:20][CH3:21])[CH2:23][CH2:24][CH2:25][CH3:26])[CH2:27][CH2:28][CH3:29].[CH3:36][CH2:37][O:38][C:39](=[O:40])[CH3:41].[O:30]1[CH2:31][CH2:32][O:33][CH2:34][CH2:35]1.[cH:42]1[cH:43][cH:44][c:45]([P:46]([Pd:47]([P:48]([c:49]2[cH:50][cH:51][cH:52][cH:53][cH:54]2)([c:55]2[cH:56][cH:57][cH:58][cH:59][cH:60]2)[c:61]2[cH:62][cH:63][cH:64][cH:65][cH:66]2)([P:67]([c:68]2[cH:69][cH:70][cH:71][cH:72][cH:73]2)([c:74]2[cH:75][cH:76][cH:77][cH:78][cH:79]2)[c:80]2[cH:81][cH:82][cH:83][cH:84][cH:85]2)[P:86]([c:87]2[cH:88][cH:89][cH:90][cH:91][cH:92]2)([c:93]2[cH:94][cH:95][cH:96][cH:97][cH:98]2)[c:99]2[cH:100][cH:101][cH:102][cH:103][cH:104]2)([c:105]2[cH:106][cH:107][cH:108][cH:109][cH:110]2)[c:111]2[cH:112][cH:113][cH:114][cH:115][cH:116]2)[cH:117][cH:118]1>>[c:2]1([C:17](=[CH2:18])[O:19][CH2:20][CH3:21])[cH:3][cH:4][c:5]([C:8](=[O:9])[O:10][CH3:11])[n:6][cH:7]1. Isolated yield 83.4%. The product is ClC1=C(C=CC=C1)C=1C=CC=C2CC[C@@H](OC12)CN=[N+]=[N-] ({[(2R)-8-(2-chlorophenyl)-3,4-dihydro-2H-chromen-2-yl]methyl}azide). Reaction SMILES: CC1C=CC(S(O[CH2:12][C@H:13]2[CH2:22][CH2:21][C:20]3[C:15](=[C:16]([C:23]4[CH:28]=[CH:27][CH:26]=[CH:25][C:24]=4[Cl:29])[CH:17]=[CH:18][CH:19]=3)[O:14]2)(=O)=O)=CC=1.[N-:30]=[N+:31]=[N-:32].[Na+]>CS(C)=O.C(OCC)C>[Cl:29][C:24]1[CH:25]=[CH:26][CH:27]=[CH:28][C:23]=1[C:16]1[CH:17]=[CH:18][CH:19]=[C:20]2[C:15]=1[O:14][C@@H:13]([CH2:12][N:30]=[N+:31]=[N-:32])[CH2:22][CH2:21]2 |f:1.2|. Procedure details: A solution of [(2R)-8-(2-chlorophenyl)-3,4-dihydro-2H-chromen-2-yl]methyl 4-methylbenzenesulfonate (0.24 g, 0.56 mmol) and sodium azide (0.15 g, 2.24 mmol) in anhydrous dimethyl sulfoxide (10 mL) was heated to 70° C. under nitrogen for 15 hours. The cooled reaction mixture was then diluted with diethyl ether (50 mL), washed with water (5×25 mL) and saturated brine (25 mL), dried over magnesium sulfate, filtered and concentrated under reduced pressure to afford 0.14 g (82%) of {[(2R)-8-(2-chlorop... Run in CS(=O)C (dimethyl sulfoxide), C(C)OCC (diethyl ether). The reactants are CC1=CC=C(C=C1)S(=O)(=O)OC[C@@H]1OC2=C(C=CC=C2CC1)C1=C(C=CC=C1)Cl ([(2R)-8-(2-chlorophenyl)-3,4-dihydro-2H-chromen-2-yl]methyl 4-methylbenzenesulfonate), [N-]=[N+]=[N-].[Na+] (sodium azide). Starting materials: ClC=1C=C(C=CC1Cl)CC(=O)O ((3,4-dichloro-phenyl)-acetic acid), S(O)(O)(=O)=O (sulfuric acid), C(C)O (ethanol). Yields the product C(C)OC(CC1=CC(=C(C=C1)Cl)Cl)=O ((3,4-dichloro-phenyl)-acetic acid ethyl ester). Yield: 82.5%. Reaction SMILES: [Cl:1][C:2]1[CH:3]=[C:4]([CH2:9][C:10]([OH:12])=[O:11])[CH:5]=[CH:6][C:7]=1[Cl:8].S(=O)(=O)(O)O.[CH2:18](O)[CH3:19]>>[CH2:18]([O:11][C:10](=[O:12])[CH2:9][C:4]1[CH:5]=[CH:6][C:7]([Cl:8])=[C:2]([Cl:1])[CH:3]=1)[CH3:19]. Procedure details: A solution of (3,4-dichloro-phenyl)-acetic acid (10.0 g, 0.048 mol) in ethanol (50 mL) was treated with a catalytic amount of sulfuric acid. The reaction mixture was refluxed for 7 h. The reaction was concentrated in vacuo, diluted with diethyl ether, and poured into water. The ether layer was washed with a saturated aqueous sodium bicarbonate solution and water. The organics were then dried over sodium sulfate, filtered, and concentrated in vacuo. Vacuum distillation (bath temperature: 175° C.;... The reactants are BrC=1C=NC=2N(C1)N=C(C2)C(=O)O (6-bromo-pyrazolo[1,5-a]pyrimidine-2-carboxylic acid), FC1=NC=CC=C1C1=C2CCNC(C2=CC=C1)C (5-(2-Fluoro-pyridin-3-yl)-1-methyl-1,2,3,4-tetrahydro-isoquinoline). Reaction SMILES: [Br:1][C:2]1[CH:3]=[N:4][C:5]2[N:6]([N:8]=[C:9]([C:11]([OH:13])=O)[CH:10]=2)[CH:7]=1.[F:14][C:15]1[C:20]([C:21]2[CH:30]=[CH:29][CH:28]=[C:27]3[C:22]=2[CH2:23][CH2:24][NH:25][CH:26]3[CH3:31])=[CH:19][CH:18]=[CH:17][N:16]=1>>[Br:1][C:2]1[CH:3]=[N:4][C:5]2[N:6]([N:8]=[C:9]([C:11]([N:25]3[CH2:24][CH2:23][C:22]4[C:27](=[CH:28][CH:29]=[CH:30][C:21]=4[C:20]4[C:15]([F:14])=[N:16][CH:17]=[CH:18][CH:19]=4)[CH:26]3[CH3:31])=[O:13])[CH:10]=2)[CH:7]=1. Reported procedure: In close analogy to the procedure described in Example 1, 6-bromo-pyrazolo[1,5-a]pyrimidine-2-carboxylic acid is reacted with 5-(2-Fluoro-pyridin-3-yl)-1-methyl-1,2,3,4-tetrahydro-isoquinoline to provide the title compound in moderate yield. The product is BrC=1C=NC=2N(C1)N=C(C2)C(=O)N2C(C1=CC=CC(=C1CC2)C=2C(=NC=CC2)F)C ((6-Bromo-pyrazolo[1,5-a]pyrimidin-2-yl)-[5-(2-fluoro-pyridin-3-yl)-1-methyl-3,4-dihydro-1H-isoquinolin-2-yl]-methanone).